Dataset: the Open Reaction Database (ORD), a public repository of structured organic reaction records. Task: describe an organic reaction: reactants, conditions, products, and yield Starting materials: C(C1=CC=CC=C1)C1=C(C2=C(S1)C=CC=C2)CCC2=CC=C(C=C2)OC (2-benzyl-3-[2-(4-methoxy-phenyl)-ethyl]-benzo[b]thiophene), B(Br)(Br)Br (boron tribromide). The solvent is C(Cl)Cl (CH2Cl2). Yields the product C(C1=CC=CC=C1)C1=C(C2=C(S1)C=CC=C2)CCC2=CC=C(C=C2)O (4-[2-(2-Benzyl-benzo[b]thiophen-3-yl)-ethyl]-phenol), compound. Reaction SMILES: [CH2:1]([C:8]1[S:12][C:11]2[CH:13]=[CH:14][CH:15]=[CH:16][C:10]=2[C:9]=1[CH2:17][CH2:18][C:19]1[CH:24]=[CH:23][C:22]([O:25]C)=[CH:21][CH:20]=1)[C:2]1[CH:7]=[CH:6][CH:5]=[CH:4][CH:3]=1.B(Br)(Br)Br>C(Cl)Cl>[CH2:1]([C:8]1[S:12][C:11]2[CH:13]=[CH:14][CH:15]=[CH:16][C:10]=2[C:9]=1[CH2:17][CH2:18][C:19]1[CH:24]=[CH:23][C:22]([OH:25])=[CH:21][CH:20]=1)[C:2]1[CH:7]=[CH:6][CH:5]=[CH:4][CH:3]=1. Reported procedure: The title compound was prepared according to the procedure in Example 5, step 3 using 2-benzyl-3-[2-(4-methoxy-phenyl)-ethyl]-benzo[b]thiophene (5.50 g, 15.3 mmol) and 1M boron tribromide/CH2Cl2C (49.1 mL) in CH2Cl2. Purification on silica gel eluting with a 5 & 10% EtOAc/pet. ether step gradient gave the tide compound as an oil. 1H NMR; consistent. mass spectrum (EI) m/z 344 (M+). Solvent: C1(=CC=CC=C1)C (toluene). As a reaction SMILES: F[C:2]1[CH:7]=[CH:6][C:5]([N+:8]([O-:10])=[O:9])=[CH:4][CH:3]=1.[NH:11]1[CH2:16][CH2:15][S:14][CH2:13][CH2:12]1.C(OCC)(=O)C.C(=O)(O)[O-].[Na+]>C1(C)C=CC=CC=1>[N+:8]([C:5]1[CH:6]=[CH:7][C:2]([N:11]2[CH2:16][CH2:15][S:14][CH2:13][CH2:12]2)=[CH:3][CH:4]=1)([O-:10])=[O:9] |f:3.4|. Procedure details: 4-Fluoronitrobenzene (3.0 g, 21.3 mmol) was dissolved in toluene (25 mL). Thiomorpholine (2.4 mL, 23.4 mmol) was added and the mixture stirred overnight at 100° C. At 17 h, the mixture was distributed between ethyl acetate (100 mL) and saturated sodium bicarbonate (50 mL). The organic layer was separated, dried (Na2SO4), filtered and concentrated under vacuum. The residue was triturated with hexane to yield a bright yellow solid. Reactants: C([O-])(O)=O.[Na+] (sodium bicarbonate), FC1=CC=C(C=C1)[N+](=O)[O-] (4-Fluoronitrobenzene), C(C)(=O)OCC (ethyl acetate), N1CCSCC1 (Thiomorpholine). Run at temperature 100 celsius, time 8 hour. Yields the product [N+](=O)([O-])C1=CC=C(C=C1)N1CCSCC1 (4-(4-Nitro-phenyl)-thiomorpholine).